From a dataset of the Open Reaction Database (ORD), a public repository of structured organic reaction records. describe an organic reaction: reactants, conditions, products, and yield Solvent: C(C(C)O)O (propylene glycol), O (water), alcohol, OCC(O)CO (glycerine). Reaction SMILES: [CH3:1][C:2]([C@@H:4]1[CH2:9][CH:8]=[C:7]([CH2:10][OH:11])[CH2:6][CH2:5]1)=[CH2:3]>O.C(O)C(O)C.OCC(CO)O>[CH3:3][C:2]([C@@H:4]1[CH2:5][CH:6]=[C:7]([CH2:10][OH:11])[CH2:8][CH2:9]1)=[CH2:1].[CH3:10][C:7]1[CH2:8][CH2:9][C@@H:4]([C:2]([CH3:3])=[CH2:1])[CH2:5][CH:6]=1. Procedure details: Perillyl alcohol is an oil with a terpenic aroma. It is insoluble in water, is poorly soluble in propylene glycol, and is almost insoluble in glycerine. Perillyl alcohol is soluble in alcohol and is miscible in oil. It is used as a flavoring agent for cosmetics and perfumes, but heretofore, it has not been used as a bactericide. Perillyl alcohol can be produced by the oxidation of limonene as was demonstrated by Blumann in Chemical Abstracts, Volume 63, 1965 on page 1819, and Bardychev in Chemic... Reactants: CC(=C)[C@H]1CCC(=CC1)CO (Perillyl alcohol), CC(=C)[C@H]1CCC(=CC1)CO (Perillyl alcohol). Product: CC(=C)[C@H]1CCC(=CC1)CO (Perillyl alcohol), CC1=CC[C@@H](CC1)C(=C)C (limonene).